Dataset: the Open Reaction Database (ORD), a public repository of structured organic reaction records. Task: describe an organic reaction: reactants, conditions, products, and yield The reactants are O=C([O-])O, CC(=O)O, ClC(Cl)Cl, [Cl-], Cl, [K+], Cc1ccc(Sc2ccc([N+](=O)[O-])c(N)c2)cc1. Yields the product Cc1ccc(Sc2ccc(N)c(N)c2)cc1. RXN SMILES: [C:21](=[O:22])([OH:23])[O-:24].[CH3:30][C:31](=[O:32])[OH:33].[CH:26]([Cl:27])([Cl:28])[Cl:29].[Cl-:20].[ClH:19].[K+:25].[NH2:1][c:2]1[c:3]([N+:16]([O-:17])=[O:18])[cH:4][cH:5][c:6]([S:8][c:9]2[cH:10][cH:11][c:12]([CH3:15])[cH:13][cH:14]2)[cH:7]1>>[NH2:1][c:2]1[c:3]([NH2:16])[cH:4][cH:5][c:6]([S:8][c:9]2[cH:10][cH:11][c:12]([CH3:15])[cH:13][cH:14]2)[cH:7]1. Starting materials: CC(C)OC(=O)N=NC(=O)OC(C)C, C1CCOC1, COC(=O)c1ccc(OC(F)(F)F)c(O)c1, OC1CCCC1, c1ccc(P(c2ccccc2)c2ccccc2)cc1. Yields the product COC(=O)c1ccc(OC(F)(F)F)c(OC2CCCC2)c1. Reaction SMILES: [O:1]=[C:2]([O:3][CH:4]([CH3:5])[CH3:6])[N:7]=[N:8][C:9]([O:10][CH:11]([CH3:12])[CH3:13])=[O:14].[O:56]1[CH2:57][CH2:58][CH2:59][CH2:60]1.[OH:15][c:16]1[cH:17][c:18]([C:19](=[O:20])[O:21][CH3:22])[cH:23][cH:24][c:25]1[O:26][C:27]([F:28])([F:29])[F:30].[OH:31][CH:32]1[CH2:33][CH2:34][CH2:35][CH2:36]1.[c:37]1([P:38]([c:39]2[cH:40][cH:41][cH:42][cH:43][cH:44]2)[c:45]2[cH:46][cH:47][cH:48][cH:49][cH:50]2)[cH:51][cH:52][cH:53][cH:54][cH:55]1>>[O:15]([c:16]1[cH:17][c:18]([C:19](=[O:20])[O:21][CH3:22])[cH:23][cH:24][c:25]1[O:26][C:27]([F:28])([F:29])[F:30])[CH:32]1[CH2:33][CH2:34][CH2:35][CH2:36]1. Starting materials: [H-].[Na+] (sodium hydride), ClC1=CC2=C(CC(C(NC2)=O)C)C=C1 (8-chloro-4-methyl-1,2,4,5-tetrahydro-3H-2-benzazepin-3-one), C(C)OCC(=O)Cl (ethoxyacetyl chloride). Solvent: CN(C=O)C (dimethylformamide). Reaction conditions: temperature 80 celsius. Product: ClC1=CC2=C(CC(C(N(C2)C(COCC)=O)=O)C)C=C1 (8-chloro-2-(ethoxyacetyl)-4-methyl-1,2,4,5-tetrahydro- 3H-2-benzazepin-3-one). Isolated yield 52.0%. As a reaction SMILES: [H-].[Na+].[Cl:3][C:4]1[CH:16]=[CH:15][C:7]2[CH2:8][CH:9]([CH3:14])[C:10](=[O:13])[NH:11][CH2:12][C:6]=2[CH:5]=1.[CH2:17]([O:19][CH2:20][C:21](Cl)=[O:22])[CH3:18]>CN(C)C=O>[Cl:3][C:4]1[CH:16]=[CH:15][C:7]2[CH2:8][CH:9]([CH3:14])[C:10](=[O:13])[N:11]([C:21](=[O:22])[CH2:20][O:19][CH2:17][CH3:18])[CH2:12][C:6]=2[CH:5]=1 |f:0.1|. Reported procedure: 0.018 moles of sodium hydride is added slowly, with stirring, to a solution of 3.4 g. (0.016 moles) of 8-chloro-4-methyl-1,2,4,5-tetrahydro-3H-2-benzazepin-3-one in 60 ml. of dimethylformamide. The reaction mixture is heated to 80° C. for 15 minutes and then cooled in an ice bath. While cooling, 2.2 g. (0.018 moles) of ethoxyacetyl chloride are added dropwise and then the reaction mixture is gradually brought to a temperature of 80° C. and maintained at this temperature for 3 hours. The reaction... Starting materials: FC1=NC=CC(=C1CO)I ((2-fluoro-4-iodopyridin-3-yl)methanol), C(C)OCC (diethylether), N1C=NC=C1 (imidazole), CC(C)(C)[Si](C)(C)Cl (TBDMS-Cl). Run in C(Cl)Cl (CH2Cl2). The product is [Si](C)(C)(C(C)(C)C)OCC=1C(=NC=CC1I)F (3-(((tert-butyldimethylsilyl)oxy)methyl)-2-fluoro-4-iodopyridine). Yield: 88.1%. Reaction SMILES: [F:1][C:2]1[C:7]([CH2:8][OH:9])=[C:6]([I:10])[CH:5]=[CH:4][N:3]=1.N1C=CN=C1.[CH3:16][C:17]([Si:20](Cl)([CH3:22])[CH3:21])([CH3:19])[CH3:18].C(OCC)C>C(Cl)Cl>[Si:20]([O:9][CH2:8][C:7]1[C:2]([F:1])=[N:3][CH:4]=[CH:5][C:6]=1[I:10])([C:17]([CH3:19])([CH3:18])[CH3:16])([CH3:22])[CH3:21]. Procedure details: To a solution of (2-fluoro-4-iodopyridin-3-yl)methanol (3.52 g, 13.91 mmol) in CH2Cl2 (80 mL) at room temperature was sequentially added imidazole (1.894 g, 27.8 mmol) and TBDMS-Cl (2.52 g, 16.69 mmol). The reaction was stirred at room temperature for 1 h before diethylether was added and the insoluble salts were filtered. Silica gel was added to the filtrate prior to the solvent removal under vacuum. The dry silica gel was packed, and the adsorbed product was purified by flash chromatography (h... Starting materials: N(=[N+]=[N-])CCCP(OCC)(OCC)=O (Diethyl 3-azidopropylphosphonate), [H][H] (Hydrogen). The reagents and catalysts are [OH-].[OH-].[Pd+2] (Pd(OH)2). Solvent: CCO (EtOH). Reaction conditions: time 3 hour. Product: NCCCP(OCC)(OCC)=O (diethyl 3-aminopropylphosphonate). Reaction SMILES: [N:1]([CH2:4][CH2:5][CH2:6][P:7](=[O:14])([O:11][CH2:12][CH3:13])[O:8][CH2:9][CH3:10])=[N+]=[N-].[H][H]>CCO.[OH-].[OH-].[Pd+2]>[NH2:1][CH2:4][CH2:5][CH2:6][P:7](=[O:14])([O:8][CH2:9][CH3:10])[O:11][CH2:12][CH3:13] |f:3.4.5|. Reported procedure: Diethyl 3-azidopropylphosphonate (1 eq) was dissolved in EtOH (0.1 M). Pd(OH)2 (0.02 eq) was added to the reaction. Hydrogen gas was introduced via a balloon and the reaction was stirred for 3 hours. The reaction was stirred for a further 2 hours at room temperature and filtered through Celite and washed with methanol. The solvent was removed en vaccuo and the crude material was purified by flash chromatography on a COMBIFLASH® system (ISCO) using 0-10% MeOH in DCM with 0.5% NH3 in MeOH to give ... The reactants are CCOC(=O)CC(OCC)c1ccc(O)cc1, OCc1ccc(C(F)(F)F)cc1, CCOC(=O)N=NC(=O)OCC, C1CCOC1, c1ccc(P(c2ccccc2)c2ccccc2)cc1, Cc1ccccc1. Product: CCOC(=O)CC(OCC)c1ccc(OCc2ccc(C(F)(F)F)cc2)cc1. As a reaction SMILES: [CH2:1]([CH3:2])[O:3][CH:4]([CH2:5][C:6](=[O:7])[O:8][CH2:9][CH3:10])[c:11]1[cH:12][cH:13][c:14]([OH:17])[cH:15][cH:16]1.[F:18][C:19]([c:20]1[cH:21][cH:22][c:23]([CH2:26][OH:27])[cH:24][cH:25]1)([F:28])[F:29].[N:56]([C:57]([O:58][CH2:59][CH3:60])=[O:61])=[N:62][C:63]([O:64][CH2:65][CH3:66])=[O:67].[O:68]1[CH2:69][CH2:70][CH2:71][CH2:72]1.[c:30]1([P:31]([c:32]2[cH:33][cH:34][cH:35][cH:36][cH:37]2)[c:38]2[cH:39][cH:40][cH:41][cH:42][cH:43]2)[cH:44][cH:45][cH:46][cH:47][cH:48]1.[c:49]1([CH3:50])[cH:51][cH:52][cH:53][cH:54][cH:55]1>>[CH2:1]([CH3:2])[O:3][CH:4]([CH2:5][C:6](=[O:7])[O:8][CH2:9][CH3:10])[c:11]1[cH:12][cH:13][c:14]([O:17][CH2:26][c:23]2[cH:22][cH:21][c:20]([C:19]([F:18])([F:28])[F:29])[cH:25][cH:24]2)[cH:15][cH:16]1. Starting materials: C(#N)CC(=O)OCC (ethyl cyanoacetate), monohydrate, OC1=NC=CC=C1 (2-hydroxypyridine), NC(=S)N (thiourea), [Na] (sodium). Run in CO (methanol), O (water), C(C)(=O)O (acetic acid). The product is NC1=NC(=NC(=C1)O)S (4-amino-6-hydroxy-2-mercaptopyrimidine). Isolated yield 82.0%. As a reaction SMILES: [C:1]([CH2:3][C:4](OCC)=[O:5])#[N:2].[NH2:9][C:10]([NH2:12])=[S:11].[Na].OC1C=CC=CN=1>C(O)(=O)C.O.CO>[NH2:2][C:1]1[CH:3]=[C:4]([OH:5])[N:12]=[C:10]([SH:11])[N:9]=1 |^1:12|. Procedure details: 0.57 g. of ethyl cyanoacetate and 0.38 g. of thiourea are heated under reflux in 3 ml. of methanol in the presence of 1.17 g. of the sodium salt of 2-hydroxypyridine. After completion of reaction, 4 ml. of water is added, and the solution is neutralized with 0.58 ml. of acetic acid, to deposit the desired monohydrate crystals are obtained. Yield: 82 percent. The ultraviolet absorption spectrum agrees closely with the literature values.